This data is from the Open Reaction Database (ORD), a public repository of structured organic reaction records. The task is: describe an organic reaction: reactants, conditions, products, and yield Reactants: [Br-], CCCC[N+](CCCC)(CCCC)CCCC, CCCCl, N#CCc1ccc(Cl)cc1, [Na+], [OH-]. Product: CCCC(C#N)c1ccc(Cl)cc1. Reaction SMILES: [Br-:17].[CH3:18][CH2:19][CH2:20][CH2:21][N+:22]([CH2:23][CH2:24][CH2:25][CH3:26])([CH2:27][CH2:28][CH2:29][CH3:30])[CH2:31][CH2:32][CH2:33][CH3:34].[Cl:11][CH2:12][CH2:13][CH3:14].[Cl:1][c:2]1[cH:3][cH:4][c:5]([CH2:6][C:7]#[N:8])[cH:9][cH:10]1.[Na+:16].[OH-:15]>>[Cl:1][c:2]1[cH:3][cH:4][c:5]([CH:6]([C:7]#[N:8])[CH2:12][CH2:13][CH3:14])[cH:9][cH:10]1. Reactants: [N+](=O)([O-])C=1C=NN(C1)C(=O)OC(C)(C)C (tert-butyl 4-nitro-1H-pyrazole-1-carboxylate), [H][H] (hydrogen). Reagents/catalysts: [Pd] (Pd/C). Run in CO (MeOH). The product is NC=1C=NN(C1)C(=O)OC(C)(C)C (tert-butyl 4-amino-1H-pyrazole-1-carboxylate). Isolated yield 95.7%. As a reaction SMILES: [N+:1]([C:4]1[CH:5]=[N:6][N:7]([C:9]([O:11][C:12]([CH3:15])([CH3:14])[CH3:13])=[O:10])[CH:8]=1)([O-])=O.[H][H]>CO.[Pd]>[NH2:1][C:4]1[CH:5]=[N:6][N:7]([C:9]([O:11][C:12]([CH3:15])([CH3:14])[CH3:13])=[O:10])[CH:8]=1. Procedure: A solution of tert-butyl 4-nitro-1H-pyrazole-1-carboxylate (1.0 g, 4.7 mmol) in MeOH (120 ml) was passed through the H-Cube with full hydrogen mode at 60° C. and 1 bar with a 10% Pd/C cartridge using 1 ml/min flow rate. The solution was then passed through the H-Cube for a second time using identical conditions and the solvent removed in vacuo to afford tert-butyl 4-amino-1H-pyrazole-1-carboxylate (0.82 g, 4.5 mmol, 95%). 1H NMR (DMSO) δ 1.54 (9H, s), 4.42 (2H, s), 7.33 (1H, s), 7.35 (1H, s). LC... Reactants: C(C(=O)O)(=O)O (oxalic acid), O1[C@@H](C1)COC1=C2C=CNC2=CC=C1 ((S)-(+)-4-(oxiranylmethoxy)-1H-indole), C1(=CC=CC=C1)C(C1CCNCC1)C1=CC=CC=C1 (4-(diphenylmethyl)piperidine), CO (methanol). Run in C(C)(=O)OCC (ethyl acetate), C(C)(=O)OCC (ethyl acetate). The product is C(C(=O)O)(=O)O.N1C=CC2=C(C=CC=C12)OC[C@H](CN1CCC(CC1)C(C1=CC=CC=C1)C1=CC=CC=C1)O ((2S)-(-)-1-(4-indolyloxy)-3-(4-(diphenylmethyl)piperidin-1-yl)-2-propanol ethanedioate). RXN SMILES: [O:1]1[CH2:3][C@H:2]1[CH2:4][O:5][C:6]1[CH:14]=[CH:13][CH:12]=[C:11]2[C:7]=1[CH:8]=[CH:9][NH:10]2.[C:15]1([CH:21]([C:28]2[CH:33]=[CH:32][CH:31]=[CH:30][CH:29]=2)[CH:22]2[CH2:27][CH2:26][NH:25][CH2:24][CH2:23]2)[CH:20]=[CH:19][CH:18]=[CH:17][CH:16]=1.[C:34]([OH:39])(=[O:38])[C:35]([OH:37])=[O:36].CO>C(OCC)(=O)C>[C:34]([OH:39])(=[O:38])[C:35]([OH:37])=[O:36].[NH:10]1[C:11]2[C:7](=[C:6]([O:5][CH2:4][C@@H:2]([OH:1])[CH2:3][N:25]3[CH2:26][CH2:27][CH:22]([CH:21]([C:28]4[CH:33]=[CH:32][CH:31]=[CH:30][CH:29]=4)[C:15]4[CH:16]=[CH:17][CH:18]=[CH:19][CH:20]=4)[CH2:23][CH2:24]3)[CH:14]=[CH:13][CH:12]=2)[CH:8]=[CH:9]1 |f:5.6|. Reported procedure: The title compound was prepared in similar fashion from (S)-(+)-4-(oxiranylmethoxy)-1H-indole and 4-(diphenylmethyl)piperidine. The resulting free base was dissolved in ethyl acetate, and precipitated with one equivalent of oxalic acid in ethyl acetate in 81% overall yield. mp 160°-161°. FDMS m/e=441 (M+ of free base). α[D]589 =-8.71 (c=0.89, methanol). Reactants: CO, COC(=O)COc1ccc(Cl)cc1Oc1ccc(S(C)(=O)=O)c(C(F)(F)F)c1, [Na+], C1CCOC1, [OH-]. The product is CS(=O)(=O)c1ccc(Oc2cc(Cl)ccc2OCC(=O)O)cc1C(F)(F)F. Reaction SMILES: [CH3:31][OH:32].[Cl:3][c:4]1[cH:5][c:6]([O:16][c:17]2[cH:18][c:19]([C:27]([F:28])([F:29])[F:30])[c:20]([S:23](=[O:24])(=[O:25])[CH3:26])[cH:21][cH:22]2)[c:7]([O:8][CH2:9][C:10](=[O:11])[O:12][CH3:13])[cH:14][cH:15]1.[Na+:2].[O:33]1[CH2:34][CH2:35][CH2:36][CH2:37]1.[OH-:1]>>[Cl:3][c:4]1[cH:5][c:6]([O:16][c:17]2[cH:18][c:19]([C:27]([F:28])([F:29])[F:30])[c:20]([S:23](=[O:24])(=[O:25])[CH3:26])[cH:21][cH:22]2)[c:7]([O:8][CH2:9][C:10](=[O:11])[OH:12])[cH:14][cH:15]1. Reactants: O=C(O)c1coc(Br)c1, CN(C)C=O, COc1ccc(S)cc1. Yields the product COc1ccc(Sc2cc(C(=O)O)co2)cc1. As a reaction SMILES: [Br:10][c:11]1[cH:12][c:13]([C:16](=[O:17])[OH:18])[cH:14][o:15]1.[CH3:19][N:20]([CH3:21])[CH:22]=[O:23].[CH3:1][O:2][c:3]1[cH:4][cH:5][c:6]([SH:9])[cH:7][cH:8]1>>[CH3:1][O:2][c:3]1[cH:4][cH:5][c:6]([S:9][c:11]2[cH:12][c:13]([C:16](=[O:17])[OH:18])[cH:14][o:15]2)[cH:7][cH:8]1. Reactants: O=C(O)c1ccc(Cl)nc1, CN(C)C=O, O=S(Cl)Cl. Product: O=C(Cl)c1ccc(Cl)nc1. As a reaction SMILES: [Cl:1][c:2]1[n:3][cH:4][c:5]([C:6](=[O:7])[OH:8])[cH:9][cH:10]1.[O:15]=[CH:16][N:17]([CH3:18])[CH3:19].[S:11]([Cl:12])([Cl:13])=[O:14]>>[Cl:1][c:2]1[n:3][cH:4][c:5]([C:6](=[O:7])[Cl:13])[cH:9][cH:10]1. Starting materials: BrC1=C(C(=O)NC2CCNCC2)C=CC(=C1)\C=C\C(C(F)(F)F)C1=CC(=C(C(=C1)Cl)Cl)Cl ((E)-2-bromo-N-(piperidin-4-yl)-4-(4,4,4-trifluoro-3-(3,4,5-trichlorophenyl)but-1-enyl)benzamide), C=O (formaldehyde), CC(=O)O (AcOH), [BH3-]C#N.[Na+] (NaBH3CN). Solvent: CO (MeOH), CCOC(=O)C (EtOAc). Conditions: time 8 hour. Product: BrC1=C(C(=O)NC2CCN(CC2)C)C=CC(=C1)\C=C\C(C(F)(F)F)C1=CC(=C(C(=C1)Cl)Cl)Cl ((E)-2-Bromo-N-(1-methylpiperidin-4-yl)-4-(4,4,4-trifluoro-3-(3,4,5-trichlorophenyl)but-1-en-1-yl)benzamide), material. The yield is 59.0%. Reaction SMILES: [Br:1][C:2]1[CH:16]=[C:15](/[CH:17]=[CH:18]/[CH:19]([C:24]2[CH:29]=[C:28]([Cl:30])[C:27]([Cl:31])=[C:26]([Cl:32])[CH:25]=2)[C:20]([F:23])([F:22])[F:21])[CH:14]=[CH:13][C:3]=1[C:4]([NH:6][CH:7]1[CH2:12][CH2:11][NH:10][CH2:9][CH2:8]1)=[O:5].C=O.[CH3:35]C(O)=O.[BH3-]C#N.[Na+]>CO.CCOC(C)=O>[Br:1][C:2]1[CH:16]=[C:15](/[CH:17]=[CH:18]/[CH:19]([C:24]2[CH:25]=[C:26]([Cl:32])[C:27]([Cl:31])=[C:28]([Cl:30])[CH:29]=2)[C:20]([F:23])([F:21])[F:22])[CH:14]=[CH:13][C:3]=1[C:4]([NH:6][CH:7]1[CH2:12][CH2:11][N:10]([CH3:35])[CH2:9][CH2:8]1)=[O:5] |f:3.4|. Reported procedure: A solution of (E)-2-bromo-N-(piperidin-4-yl)-4-(4,4,4-trifluoro-3-(3,4,5-trichlorophenyl)but-1-enyl)benzamide (0.1 g, 0.16 mmol), formaldehyde (30% in water) (0.1 mL, 0.16 mmol) and AcOH (0.01 mL) in MeOH (5.0 mL) was stirred at ambient temperature for 30 min After that NaBH3CN (0.01 g, 0.16 mmol) was added at 0° C. and the reaction was stirred for 8 h at ambient temperature. The solvent was removed under reduced pressure to obtain residue which was diluted with EtOAc and washed with saturated a... Reactants: C=C1CCC(C(=O)O)(C(C)C)C1, CN(C)c1ccccn1, CCN=C=NCCCN(C)C, CCN(C(C)C)C(C)C, ClCCl, Cl, Cl, NCc1cc(C(F)(F)F)cc(C(F)(F)F)c1. Product: C=C1CCC(C(=O)NCc2cc(C(F)(F)F)cc(C(F)(F)F)c2)(C(C)C)C1. As a reaction SMILES: [CH2:1]=[C:2]1[CH2:3][C:4]([C:7](=[O:8])[OH:9])([CH:10]([CH3:11])[CH3:12])[CH2:5][CH2:6]1.[CH3:30][N:31]([c:32]1[cH:33][cH:34][cH:35][cH:36][n:37]1)[CH3:38].[CH3:49][N:50]([CH3:51])[CH2:52][CH2:53][CH2:54][N:55]=[C:56]=[N:57][CH2:58][CH3:59].[CH:39]([N:40]([CH:41]([CH3:42])[CH3:43])[CH2:44][CH3:45])([CH3:46])[CH3:47].[Cl:60][CH2:61][Cl:62].[ClH:13].[ClH:48].[F:14][C:15]([c:16]1[cH:17][c:18]([CH2:19][NH2:20])[cH:21][c:22]([C:24]([F:25])([F:26])[F:27])[cH:23]1)([F:28])[F:29]>>[CH2:1]=[C:2]1[CH2:3][C:4]([C:7](=[O:9])[NH:20][CH2:19][c:18]2[cH:17][c:16]([C:15]([F:14])([F:28])[F:29])[cH:23][c:22]([C:24]([F:25])([F:26])[F:27])[cH:21]2)([CH:10]([CH3:11])[CH3:12])[CH2:5][CH2:6]1. The reactants are C1CCOC1, COC(=O)c1nc(Cl)c(N2CCN(c3cc(-c4ccc(F)cc4)nc(N4CCOCC4C)n3)C(C)C2)nc1Br, [H][H]. Yields the product COC(=O)c1cnc(N2CCN(c3cc(-c4ccc(F)cc4)nc(N4CCOCC4C)n3)C(C)C2)c(Cl)n1. RXN SMILES: [CH2:42]1[O:43][CH2:44][CH2:45][CH2:46]1.[CH3:1][O:2][C:3](=[O:4])[c:5]1[n:6][c:7]([Cl:39])[c:8]([N:12]2[CH2:13][CH:14]([CH3:38])[N:15]([c:18]3[n:19][c:20]([N:31]4[CH:32]([CH3:37])[CH2:33][O:34][CH2:35][CH2:36]4)[n:21][c:22](-[c:24]4[cH:25][cH:26][c:27]([F:30])[cH:28][cH:29]4)[cH:23]3)[CH2:16][CH2:17]2)[n:9][c:10]1[Br:11].[H:40][H:41]>>[CH3:1][O:2][C:3](=[O:4])[c:5]1[n:6][c:7]([Cl:39])[c:8]([N:12]2[CH2:13][CH:14]([CH3:38])[N:15]([c:18]3[n:19][c:20]([N:31]4[CH:32]([CH3:37])[CH2:33][O:34][CH2:35][CH2:36]4)[n:21][c:22](-[c:24]4[cH:25][cH:26][c:27]([F:30])[cH:28][cH:29]4)[cH:23]3)[CH2:16][CH2:17]2)[n:9][cH:10]1. The reactants are C(=O)(O)[O-].[Na+] (NaHCO3), CN(CCOC1=CC=C(C=C1)NC(\C(=C(/C(C)C)\C1=CC=CC=C1)\C1=CC=C(C=C1)OCOC)=O)C ((E)-N-(4-(2-(Dimethylamino)ethoxy)phenyl)-2-(4-(methoxymethoxy)phenyl)-4-methyl-3-phenylpent-2-enamide), Cl (HCl). Run in O (H2O), CO (MeOH), O1CCOCC1 (1,4-dioxane). Conditions: time 2 hour. Product: CN(CCOC1=CC=C(C=C1)NC(\C(=C(/C(C)C)\C1=CC=CC=C1)\C1=CC=C(C=C1)O)=O)C ((E)-N-(4-(2-(dimethylamino)ethoxy)phenyl)-2-(4-hydroxyphenyl)-4-methyl-3-phenylpent-2-enamide). Isolated yield 84.0%. Reaction SMILES: [CH3:1][N:2]([CH3:36])[CH2:3][CH2:4][O:5][C:6]1[CH:11]=[CH:10][C:9]([NH:12][C:13](=[O:35])/[C:14](/[C:25]2[CH:30]=[CH:29][C:28]([O:31]COC)=[CH:27][CH:26]=2)=[C:15](/[C:19]2[CH:24]=[CH:23][CH:22]=[CH:21][CH:20]=2)\[CH:16]([CH3:18])[CH3:17])=[CH:8][CH:7]=1.Cl.C([O-])(O)=O.[Na+]>CO.O1CCOCC1.O>[CH3:36][N:2]([CH3:1])[CH2:3][CH2:4][O:5][C:6]1[CH:7]=[CH:8][C:9]([NH:12][C:13](=[O:35])/[C:14](/[C:25]2[CH:30]=[CH:29][C:28]([OH:31])=[CH:27][CH:26]=2)=[C:15](/[C:19]2[CH:20]=[CH:21][CH:22]=[CH:23][CH:24]=2)\[CH:16]([CH3:18])[CH3:17])=[CH:10][CH:11]=1 |f:2.3|. Reported procedure: To a solution of 5b (90 mg, 0.184 mmol) in MeOH (3 ml) was added 4N HCl in 1,4-dioxane (0.5 ml) under ice cooling, and the mixture was stirred at room temperature for 2 h. A solution of NaHCO3 in H2O was poured into the reaction mixture under ice cooling, and the whole was extracted with AcOEt. The organic layer was washed with brine, dried over Na2SO4, and then concentrated. The residue was crystallized with Et2O to give 6b (84%). 6b: colorless powder; 1H-NMR (CD3OD) δ 1.07 (6H, d, J=6.8 Hz), 2...